Task: describe an organic reaction: reactants, conditions, products, and yield. Dataset: the Open Reaction Database (ORD), a public repository of structured organic reaction records The reactants are NC1=C(C=CC(N1C1=CC=C(C=C1)CCNC(C)(C(=O)OC1CC2=CC=CC=C2C1)C)=O)C(C1=C(C=C(C=C1)F)F)=O (2,3-dihydro-1H-inden-2-yl N-(2-{4-[6-amino-5-(2,4-difluorobenzoyl)-2-oxopyridin-1(2H)-yl]phenyl}ethyl)-2-methylalaninate), CC(N)(C)C(=O)OC(C)(C)C (tert-butyl 2-methylalaninate), CC(N)(C)C(=O)OC(C)(C)C (tert-butyl 2-methylalaninate), Intermediate 15, [BH-](OC(=O)C)(OC(=O)C)OC(=O)C.[Na+] (NaBH(OAc)3). Run in C1CCOC1 (THF), CCOC(=O)C (EtOAc). Conditions: time 30 minute. Yields the product NC1=C(C=CC(N1C1=CC=C(C=C1)CCNC(C)(C(=O)OC(C)(C)C)C)=O)C(C1=C(C=C(C=C1)F)F)=O (1—tert-Butyl N-(2-{4-[6-amino-5-(2,4-difluorobenzoyl)-2-oxopyridin-1(2H)-yl]phenyl}ethyl)-2-methylalaninate). The yield is 48.0%. As a reaction SMILES: [NH2:1][C:2]1[N:7]([C:8]2[CH:13]=[CH:12][C:11]([CH2:14][CH2:15][NH:16][C:17]([CH3:31])([C:19]([O:21][CH:22]3[CH2:30]C4C(=CC=CC=4)[CH2:23]3)=[O:20])[CH3:18])=[CH:10][CH:9]=2)[C:6](=[O:32])[CH:5]=[CH:4][C:3]=1[C:33](=[O:42])[C:34]1[CH:39]=[CH:38][C:37]([F:40])=[CH:36][C:35]=1[F:41].[CH3:43]C(C(OC(C)(C)C)=O)(C)N.[BH-](OC(C)=O)(OC(C)=O)OC(C)=O.[Na+]>C1COCC1.CCOC(C)=O>[NH2:1][C:2]1[N:7]([C:8]2[CH:13]=[CH:12][C:11]([CH2:14][CH2:15][NH:16][C:17]([CH3:31])([C:19]([O:21][C:22]([CH3:30])([CH3:23])[CH3:43])=[O:20])[CH3:18])=[CH:10][CH:9]=2)[C:6](=[O:32])[CH:5]=[CH:4][C:3]=1[C:33](=[O:42])[C:34]1[CH:39]=[CH:38][C:37]([F:40])=[CH:36][C:35]=1[F:41] |f:2.3|. Procedure details: To a solution of Intermediate 2 (180 mg, 0.489 mmol) in THF (3 ml) was added tert-butyl 2-methylalaninate (Intermediate 8) (117 mg, 0.73 mmol), stirred for 30 minutes, and then NaBH(OAc)3 (310 mg, 1.467 mmol). The reaction was stirred for 24 hours, diluted with EtOAc and the organics washed with sat NaHCO3, brine, dried (MgSO4) and concentrated in vacuo. The residue was purified by preparative HPLC to provide the title compound (Intermediate 15) (120 mg, 48% yield). The reactants are C1CCOC1, Cc1c(F)ccc(C(=O)O)c1Cl, CN(C)C=O, O=S(Cl)Cl. Yields the product Cc1c(F)ccc(C(N)=O)c1Cl. RXN SMILES: [CH2:22]1[O:23][CH2:24][CH2:25][CH2:26]1.[Cl:1][c:2]1[c:3]([C:4](=[O:5])[OH:6])[cH:7][cH:8][c:9]([F:12])[c:10]1[CH3:11].[O:17]=[CH:18][N:19]([CH3:20])[CH3:21].[S:13]([Cl:14])([Cl:15])=[O:16]>>[Cl:1][c:2]1[c:3]([C:4](=[O:5])[NH2:19])[cH:7][cH:8][c:9]([F:12])[c:10]1[CH3:11]. Reactants: BrB(Br)Br, ClCCl, COCCN1CCC(C(=O)Nc2cc(Oc3ccc4c(c3)nc(Nc3cc(C(F)(F)F)ccc3F)n4C)ccn2)CC1. The product is Cn1c(Nc2cc(C(F)(F)F)ccc2F)nc2cc(Oc3ccnc(NC(=O)C4CCN(CCO)CC4)c3)ccc21. RXN SMILES: [B:43]([Br:44])([Br:45])[Br:46].[CH2:47]([Cl:48])[Cl:49].[F:1][c:2]1[c:3]([NH:12][c:13]2[n:14][c:15]3[c:16]([n:17]2[CH3:18])[cH:19][cH:20][c:21]([O:23][c:24]2[cH:25][c:26]([NH:30][C:31](=[O:32])[CH:33]4[CH2:34][CH2:35][N:36]([CH2:39][CH2:40][O:41][CH3:42])[CH2:37][CH2:38]4)[n:27][cH:28][cH:29]2)[cH:22]3)[cH:4][c:5]([C:8]([F:9])([F:10])[F:11])[cH:6][cH:7]1>>[F:1][c:2]1[c:3]([NH:12][c:13]2[n:14][c:15]3[c:16]([n:17]2[CH3:18])[cH:19][cH:20][c:21]([O:23][c:24]2[cH:25][c:26]([NH:30][C:31](=[O:32])[CH:33]4[CH2:34][CH2:35][N:36]([CH2:39][CH2:40][OH:41])[CH2:37][CH2:38]4)[n:27][cH:28][cH:29]2)[cH:22]3)[cH:4][c:5]([C:8]([F:9])([F:10])[F:11])[cH:6][cH:7]1. The reactants are step-ii, FC=1C=C(CN2N=CC(=C2)B2OC(C(O2)(C)C)(C)C)C=CC1 (1-(3-fluorobenzyl)-4-(4,4,5,5-tetramethyl-1,3,2-dioxaborolan-2-yl)-1H-pyrazole), FC=1C=C(CN2N=CC(=C2)B2OC(C(O2)(C)C)(C)C)C=CC1 (1-(3-fluorobenzyl)-4-(4,4,5,5-tetramethyl-1,3,2-dioxaborolan-2-yl)-1H-pyrazole), IC1=CN(C2=NC=C(C=C21)C=2C=CC(=NC2OC)N2CCN(CC2)C(=O)OC(C)(C)C)S(=O)(=O)C2=CC=C(C)C=C2 (tert-butyl 4-(5-(3-iodo-1-tosyl-1H-pyrrolo[2,3-b]pyridin-5-yl)-6-methoxypyridin-2-yl)piperazine-1-carboxylate), IC1=CN(C2=NC=C(C=C21)C=2C=CC(=NC2OC)N2CCN(CC2)C(=O)OC(C)(C)C)S(=O)(=O)C2=CC=C(C)C=C2 (tert-butyl 4-(5-(3-iodo-1-tosyl-1H-pyrrolo[2,3-b]pyridin-5-yl)-6-methoxypyridin-2-yl)piperazine-1-carboxylate), C([O-])([O-])=O.[Na+].[Na+] (sodium carbonate). Reagents/catalysts: C1=CC=C(C=C1)P([C-]2C=CC=C2)C3=CC=CC=C3.C1=CC=C(C=C1)P([C-]2C=CC=C2)C3=CC=CC=C3.Cl[Pd]Cl.[Fe+2] (Pd(dppf)Cl2). Solvent: C1(=CC=CC=C1)C.C(C)O.O (toluene ethanol water). The product is FC=1C=C(CN2N=CC(=C2)C2=CN(C3=NC=C(C=C32)C=3C=CC(=NC3OC)N3CCN(CC3)C(=O)OC(C)(C)C)S(=O)(=O)C3=CC=C(C)C=C3)C=CC1 (tert-butyl 4-(5-(3-(1-(3-fluorobenzyl)-1H-pyrazol-4-yl)-1-tosyl-1H-pyrrolo[2,3-b]pyridin-5-yl)-6-methoxypyridin-2-yl)piperazine-1-carboxylate). The yield is 85.3%. Reaction SMILES: I[C:2]1[C:10]2[C:5](=[N:6][CH:7]=[C:8]([C:11]3[CH:12]=[CH:13][C:14]([N:19]4[CH2:24][CH2:23][N:22]([C:25]([O:27][C:28]([CH3:31])([CH3:30])[CH3:29])=[O:26])[CH2:21][CH2:20]4)=[N:15][C:16]=3[O:17][CH3:18])[CH:9]=2)[N:4]([S:32]([C:35]2[CH:41]=[CH:40][C:38]([CH3:39])=[CH:37][CH:36]=2)(=[O:34])=[O:33])[CH:3]=1.[F:42][C:43]1[CH:44]=[C:45]([CH:61]=[CH:62][CH:63]=1)[CH2:46][N:47]1[CH:51]=[C:50](B2OC(C)(C)C(C)(C)O2)[CH:49]=[N:48]1.C(=O)([O-])[O-].[Na+].[Na+]>C1(C)C=CC=CC=1.C(O)C.O.C1C=CC(P(C2C=CC=CC=2)[C-]2C=CC=C2)=CC=1.C1C=CC(P(C2C=CC=CC=2)[C-]2C=CC=C2)=CC=1.Cl[Pd]Cl.[Fe+2]>[F:42][C:43]1[CH:44]=[C:45]([CH:61]=[CH:62][CH:63]=1)[CH2:46][N:47]1[CH:51]=[C:50]([C:2]2[C:10]3[C:5](=[N:6][CH:7]=[C:8]([C:11]4[CH:12]=[CH:13][C:14]([N:19]5[CH2:24][CH2:23][N:22]([C:25]([O:27][C:28]([CH3:31])([CH3:30])[CH3:29])=[O:26])[CH2:21][CH2:20]5)=[N:15][C:16]=4[O:17][CH3:18])[CH:9]=3)[N:4]([S:32]([C:35]3[CH:41]=[CH:40][C:38]([CH3:39])=[CH:37][CH:36]=3)(=[O:34])=[O:33])[CH:3]=2)[CH:49]=[N:48]1 |f:2.3.4,5.6.7,8.9.10.11|. Procedure details: Using similar reaction conditions as described in step-ii of example-1, tert-butyl 4-(5-(3-iodo-1-tosyl-1H-pyrrolo[2,3-b]pyridin-5-yl)-6-methoxypyridin-2-yl)piperazine-1-carboxylate (Intermediate 66L) (75 mg, 0.108 mmol) was coupled with 1-(3-fluorobenzyl)-4-(4,4,5,5-tetramethyl-1,3,2-dioxaborolan-2-yl)-1H-pyrazole (intermediate 11) (65 mg, 0.217 mmol) using sodium carbonate (35 mg, 0.326 mmol) and Pd(dppf)Cl2 (4 mg, 0.005 mmol) in toluene/ethanol/water (20/10/5 mL). This afforded 68 mg (85% yie... Reactants: [OH-].[Na+] (sodium hydroxide), ClC=1C(=NC=NC1C)NCCOC1=C(C=C(C=C1)CC(CO)O)C (5-chloro-4-{2-[4-(2,3-dihydroxypropyl)-2-methylphenoxy]ethylamino}-6-methylpyrimidine), CC(=O)C (acetone), C1(=CC=C(C=C1)S(=O)(=O)O)C (p-toluenesulfonic acid). Run in C1(=CC=CC=C1)C (toluene). The product is ClC=1C(=NC=NC1C)NCCOC1=C(C=C(C=C1)CC1OC(OC1)(C)C)C (5-chloro-4-{2-[4-(5,5-dimethyl-1,4-dioxolan-2-ylmethyl)-2-methylphenoxy]ethylamino}-6-methylpyrimidine). RXN SMILES: [Cl:1][C:2]1[C:3]([NH:9][CH2:10][CH2:11][O:12][C:13]2[CH:18]=[CH:17][C:16]([CH2:19][CH:20]([OH:23])[CH2:21][OH:22])=[CH:15][C:14]=2[CH3:24])=[N:4][CH:5]=[N:6][C:7]=1[CH3:8].[CH3:25][C:26]([CH3:28])=O.C1(C)C=CC(S(O)(=O)=O)=CC=1.[OH-].[Na+]>C1(C)C=CC=CC=1>[Cl:1][C:2]1[C:3]([NH:9][CH2:10][CH2:11][O:12][C:13]2[CH:18]=[CH:17][C:16]([CH2:19][CH:20]3[CH2:21][O:22][C:26]([CH3:28])([CH3:25])[O:23]3)=[CH:15][C:14]=2[CH3:24])=[N:4][CH:5]=[N:6][C:7]=1[CH3:8] |f:3.4|. Procedure details: 6.0 g of 5-chloro-4-{2-[4-(2,3-dihydroxypropyl)-2-methylphenoxy]ethylamino}-6-methylpyrimidine and 50 ml of acetone were dissolved in 200 ml of toluene and a small amount of p-toluenesulfonic acid was added to the solution. The mixture was then heated under reflux for 6 hours. At the end of this time, the reaction mixture was adjusted to weakly alkaline by the addition of a dilute aqueous solution of sodium hydroxide. Then the reaction mixture was washed with water and dried over anhydrous sodiu...